Dataset: the Open Reaction Database (ORD), a public repository of structured organic reaction records. Task: describe an organic reaction: reactants, conditions, products, and yield The reactants are FC(C1CCC(CC1)OC(N(C)[C@@H]1CNC[C@H]1C1=CC(=C(C=C1)Cl)Cl)=O)(F)F ([(3S,4R)-4-(3,4-dichloro-phenyl)-pyrrolidin-3-yl]-methyl-carbamic acid 4-trifluoromethyl-cyclohexyl ester), C(#N)C=1C=CC(=NC1)N1CCC(CC1)C(=O)O (5′-cyano-3,4,5,6-tetrahydro-2H-[1,2′]bipyridinyl-4-carboxylic acid). Yields the product FC(C1CCC(CC1)OC(N(C)[C@@H]1CN(C[C@H]1C1=CC(=C(C=C1)Cl)Cl)C(=O)C1CCN(CC1)C1=NC=C(C=C1)C#N)=O)(F)F ([(3S,4R)-1-(5′-cyano-3,4,5,6-tetrahydro-2H-[1,2′]bipyridinyl-4-carbonyl)-4-(3,4-dichloro-phenyl)-pyrrolidin-3-yl]-methyl-carbamic acid 4-trifluoromethyl-cyclohexyl ester). Reaction SMILES: [F:1][C:2]([F:28])([F:27])[CH:3]1[CH2:8][CH2:7][CH:6]([O:9][C:10](=[O:26])[N:11]([C@H:13]2[C@H:17]([C:18]3[CH:23]=[CH:22][C:21]([Cl:24])=[C:20]([Cl:25])[CH:19]=3)[CH2:16][NH:15][CH2:14]2)[CH3:12])[CH2:5][CH2:4]1.[C:29]([C:31]1[CH:32]=[CH:33][C:34]([N:37]2[CH2:42][CH2:41][CH:40]([C:43](O)=[O:44])[CH2:39][CH2:38]2)=[N:35][CH:36]=1)#[N:30]>>[F:28][C:2]([F:1])([F:27])[CH:3]1[CH2:8][CH2:7][CH:6]([O:9][C:10](=[O:26])[N:11]([C@H:13]2[C@H:17]([C:18]3[CH:23]=[CH:22][C:21]([Cl:24])=[C:20]([Cl:25])[CH:19]=3)[CH2:16][N:15]([C:43]([CH:40]3[CH2:39][CH2:38][N:37]([C:34]4[CH:33]=[CH:32][C:31]([C:29]#[N:30])=[CH:36][N:35]=4)[CH2:42][CH2:41]3)=[O:44])[CH2:14]2)[CH3:12])[CH2:5][CH2:4]1. Procedure details: In analogy to the procedure described for the synthesis of example 44 (step c), the title compound [(3S,4R)-1-(5′-cyano-3,4,5,6-tetrahydro-2H-[1,2′]bipyridinyl-4-carbonyl)-4-(3,4-dichloro-phenyl)-pyrrolidin-3-yl]-methyl-carbamic acid 4-trifluoromethyl-cyclohexyl ester was prepared from [(3S,4R)-4-(3,4-dichloro-phenyl)-pyrrolidin-3-yl]-methyl-carbamic acid 4-trifluoromethyl-cyclohexyl ester instead of [(3S,4R)-4-(3,4-dichloro-phenyl)-pyrrolidin-3-yl]-methyl-carbamic acid 4-fluoro-phenyl ester usi... Starting materials: BrC1=C(OC2=CC=C(C=N2)N)C=CC=C1 (6-(2-bromophenoxy)pyridin-3-amine), FC1=C(C=CC(=C1)B1OC(C(O1)(C)C)(C)C)C=1C=NC(=NC1)N (5-(2-fluoro-4-(4,4,5,5-tetramethyl-1,3,2-dioxaborolan-2-yl)phenyl)pyrimidin-2-amine). Yields the product NC=1C=CC(=NC1)OC1=C(C=CC=C1)C1=CC(=C(C=C1)C=1C=NC(=NC1)N)F (5-{2′-[(5-Aminopyridin-2-yl)oxy]-3-fluorobiphenyl-4-yl}pyrimidin-2-amine). RXN SMILES: Br[C:2]1[CH:15]=[CH:14][CH:13]=[CH:12][C:3]=1[O:4][C:5]1[N:10]=[CH:9][C:8]([NH2:11])=[CH:7][CH:6]=1.[F:16][C:17]1[CH:22]=[C:21](B2OC(C)(C)C(C)(C)O2)[CH:20]=[CH:19][C:18]=1[C:32]1[CH:33]=[N:34][C:35]([NH2:38])=[N:36][CH:37]=1>>[NH2:11][C:8]1[CH:7]=[CH:6][C:5]([O:4][C:3]2[CH:12]=[CH:13][CH:14]=[CH:15][C:2]=2[C:21]2[CH:20]=[CH:19][C:18]([C:32]3[CH:37]=[N:36][C:35]([NH2:38])=[N:34][CH:33]=3)=[C:17]([F:16])[CH:22]=2)=[N:10][CH:9]=1. Procedure details: The title compound was prepared in a manner similar to that described in Example 88 using 6-(2-bromophenoxy)pyridin-3-amine and 5-(2-fluoro-4-(4,4,5,5-tetramethyl-1,3,2-dioxaborolan-2-yl)phenyl)pyrimidin-2-amine. MS (ESI): mass calcd. for C21H16FN5O, 373.14; m/z found, 373.9 [M+H]+. 1H NMR (400 MHz, DMSO-d6) δ 8.44 (s, 2H), 7.53 (m, 1H), 7.50-7.45 (m, 2H), 7.44-7.38 (m, 2H), 7.36-7.30 (m, 1H), 7.20 (t, J=7.4, 1H), 7.06-7.00 (m, 1H), 6.91 (d, J=8.0, 1H), 6.85 (s, 2H), 6.72 (d, J=8.6, 1H), 5.03 (s... The reactants are C(=C)C1=CC=C(C=C1)[C@@H](C)N=CC1=NC(=CC=C1)C (N-(6-methyl-pyridine-2-carbaldehyde)-(R)-1-(4-vinylphenyl)-ethylimine), O1CCCC1 (tetrahydrofuran), O1CCCC1 (tetrahydrofuran), [Li] (lithium), S(=O)(=O)([O-])[O-].[Na+].[Na+] (sodium sulfate). The solvent is C(Cl)(Cl)Cl (chloroform). Run at time 4 hour. Yields the product C(=C)C1=CC=C(C=C1)[C@@H](C)NCC1=NC(=CC=C1)C (2-{N-[(R)-1-(4-vinylphenyl)-ethyl]-aminomethyl}-6-methylpyridine). Reaction SMILES: [CH:1]([C:3]1[CH:8]=[CH:7][C:6]([C@H:9]([N:11]=[CH:12][C:13]2[CH:18]=[CH:17][CH:16]=[C:15]([CH3:19])[N:14]=2)[CH3:10])=[CH:5][CH:4]=1)=[CH2:2].O1CCCC1.[Li].S([O-])([O-])(=O)=O.[Na+].[Na+]>C(Cl)(Cl)Cl>[CH:1]([C:3]1[CH:4]=[CH:5][C:6]([C@H:9]([NH:11][CH2:12][C:13]2[CH:18]=[CH:17][CH:16]=[C:15]([CH3:19])[N:14]=2)[CH3:10])=[CH:7][CH:8]=1)=[CH2:2] |f:3.4.5,^1:24|. Procedure: A solution of 1 g of N-(6-methyl-pyridine-2-carbaldehyde)-(R)-1-(4-vinylphenyl)-ethylimine (Example 1) and 5 ml of dry tetrahydrofuran is added dropwise to a mixture of 5 ml of dry tetrahydrofuran and 0.42 g of lithium alanate at 0° C. and in the absence of moisture. The mixture is then stirred for 4 hours without cooling, after which it is hydrolysed at 0° C. with 1 ml of concentrated sodium sulfate solution. The precipitate is filtered off and washed with ethyl acetate. The aqueous phase of th... Starting materials: COc1ccc2c(N)cccc2n1, CC(C)(CC(O)(C=O)C(F)(F)F)c1ccccc1. The product is COc1ccc2c(N=CC(O)(CC(C)(C)c3ccccc3)C(F)(F)F)cccc2n1. As a reaction SMILES: [NH2:19][c:20]1[c:21]2[cH:22][cH:23][c:24]([O:30][CH3:31])[n:25][c:26]2[cH:27][cH:28][cH:29]1.[OH:1][C:2]([CH:3]=[O:4])([CH2:5][C:6]([CH3:7])([c:8]1[cH:9][cH:10][cH:11][cH:12][cH:13]1)[CH3:14])[C:15]([F:16])([F:17])[F:18]>>[OH:1][C:2]([CH:3]=[N:19][c:20]1[c:21]2[cH:22][cH:23][c:24]([O:30][CH3:31])[n:25][c:26]2[cH:27][cH:28][cH:29]1)([CH2:5][C:6]([CH3:7])([c:8]1[cH:9][cH:10][cH:11][cH:12][cH:13]1)[CH3:14])[C:15]([F:16])([F:17])[F:18].